From a dataset of the Open Reaction Database (ORD), a public repository of structured organic reaction records. describe an organic reaction: reactants, conditions, products, and yield Starting materials: CC(=O)[O-], CC(=O)[O-], CCCC[Sn+2]CCCC, CN=C=O, CCOC(C)=O, CC(=Nc1ccc(O)cc1C)c1ccccc1O. Product: CNC(=O)Oc1ccc(N=C(C)c2ccccc2O)c(C)c1. RXN SMILES: [C:23]([O-:24])(=[O:25])[CH3:26].[C:27]([O-:28])(=[O:29])[CH3:30].[CH2:31]([Sn+2:32][CH2:33][CH2:34][CH2:35][CH3:36])[CH2:37][CH2:38][CH3:39].[CH3:19][N:20]=[C:21]=[O:22].[CH3:40][CH2:41][O:42][C:43](=[O:44])[CH3:45].[OH:1][c:2]1[c:3]([C:8]([CH3:9])=[N:10][c:11]2[c:12]([CH3:18])[cH:13][c:14]([OH:17])[cH:15][cH:16]2)[cH:4][cH:5][cH:6][cH:7]1>>[OH:1][c:2]1[c:3]([C:8]([CH3:9])=[N:10][c:11]2[c:12]([CH3:18])[cH:13][c:14]([O:17][C:21]([NH:20][CH3:19])=[O:22])[cH:15][cH:16]2)[cH:4][cH:5][cH:6][cH:7]1. Yields the product COC(=O)CCCC1(C(=O)OC)CCN(C(=O)OC(C)(C)C)CC1. As a reaction SMILES: [C:1]([CH3:2])([CH3:3])([CH3:4])[O:5][C:6](=[O:7])[N:8]1[CH2:9][CH2:10][C:11]([C:14](=[O:15])[O:16][CH3:17])([CH2:18][CH2:19][CH2:20][C:21](=[O:22])[OH:23])[CH2:12][CH2:13]1.[CH3:24][Si:25]([CH:26]=[N+:27]=[N-:28])([CH3:29])[CH3:30].[CH3:31][OH:32].[Cl:33][CH2:34][Cl:35]>>[C:1]([CH3:2])([CH3:3])([CH3:4])[O:5][C:6](=[O:7])[N:8]1[CH2:9][CH2:10][C:11]([C:14](=[O:15])[O:16][CH3:17])([CH2:18][CH2:19][CH2:20][C:21](=[O:22])[O:23][CH3:24])[CH2:12][CH2:13]1. Starting materials: COC(=O)C1(CCCC(=O)O)CCN(C(=O)OC(C)(C)C)CC1, C[Si](C)(C)C=[N+]=[N-], CO, ClCCl. The reactants are O=C1NN=C(C=2CCCCC12)CC1N(CCN(C1)C(=O)OCC1=CC=CC=C1)C(=O)OC(C)(C)C (4-benzyl 1-tert-butyl 2-((4-oxo-3,4,5,6,7,8-hexahydrophthalazin-1-yl)methyl)piperazine-1,4-dicarboxylate). Reagents/catalysts: [Pd] (palladium on carbon). Run in O1CCCC1 (tetrahydrofuran). Yields the product O=C1NN=C(C=2CCCCC12)CC1N(CCNC1)C(=O)OC(C)(C)C (tert-butyl 2-((4-oxo-3,4,5,6,7,8-hexahydrophthalazin-1-yl)methyl)piperazine-1-carboxylate). Reaction SMILES: [O:1]=[C:2]1[C:11]2[CH2:10][CH2:9][CH2:8][CH2:7][C:6]=2[C:5]([CH2:12][CH:13]2[CH2:18][N:17](C(OCC3C=CC=CC=3)=O)[CH2:16][CH2:15][N:14]2[C:29]([O:31][C:32]([CH3:35])([CH3:34])[CH3:33])=[O:30])=[N:4][NH:3]1>O1CCCC1.[Pd]>[O:1]=[C:2]1[C:11]2[CH2:10][CH2:9][CH2:8][CH2:7][C:6]=2[C:5]([CH2:12][CH:13]2[CH2:18][NH:17][CH2:16][CH2:15][N:14]2[C:29]([O:31][C:32]([CH3:35])([CH3:34])[CH3:33])=[O:30])=[N:4][NH:3]1. Reported procedure: A solution of EXAMPLE 257D (0.77 g, 1.6 mmol) in tetrahydrofuran (100 ml) was treated with 10% palladium on carbon (85 mg, 0.8 mmol) at room temperature under hydrogen (balloon) overnight. The catalyst was removed by filtration, and the filtrate was concentrated. The residue was purified by flash chromatography (0-15% gradient of methanol in CH2Cl2) to provide the title compound. MS (DCI/NH3) m/z 349 (M+H)+. The reactants are ClC=1N=CN(C1)C1=C(C=C(C=C1)NC=1N=C(C2=C(N1)C(CC2)C2=CC=CC=C2)NC)OC (N2-(4-(4-chloro-1H-imidazol-1-yl)-3-methoxyphenyl)-N4-methyl-7-phenyl-6,7-dihydro-5H-cyclopenta[d]pyrimidine-2,4-diamine), 7B. Run in CO (methanol), C(=O)=O (CO2), CO (methanol). The product is ClC=1N=CN(C1)C1=C(C=C(C=C1)NC=1N=C(C2=C(N1)[C@H](CC2)C2=CC=CC=C2)NC)OC ((R)—N2-(4-(4-chloro-1H-imidazol-1-yl)-3-methoxyphenyl)-N4-methyl-7-phenyl-6,7-dihydro-5H-cyclopenta[d]pyrimidine-2,4-diamine). As a reaction SMILES: [Cl:1][C:2]1[N:3]=[CH:4][N:5]([C:7]2[CH:12]=[CH:11][C:10]([NH:13][C:14]3[N:15]=[C:16]([NH:29][CH3:30])[C:17]4[CH2:22][CH2:21][CH:20]([C:23]5[CH:28]=[CH:27][CH:26]=[CH:25][CH:24]=5)[C:18]=4[N:19]=3)=[CH:9][C:8]=2[O:31][CH3:32])[CH:6]=1>C(=O)=O.CO>[Cl:1][C:2]1[N:3]=[CH:4][N:5]([C:7]2[CH:12]=[CH:11][C:10]([NH:13][C:14]3[N:15]=[C:16]([NH:29][CH3:30])[C:17]4[CH2:22][CH2:21][C@H:20]([C:23]5[CH:28]=[CH:27][CH:26]=[CH:25][CH:24]=5)[C:18]=4[N:19]=3)=[CH:9][C:8]=2[O:31][CH3:32])[CH:6]=1. Procedure: A racemic mixture of N2-(4-(4-chloro-1H-imidazol-1-yl)-3-methoxyphenyl)-N4-methyl-7-phenyl-6,7-dihydro-5H-cyclopenta[d]pyrimidine-2,4-diamine (92 mg, 0.206 mmol from Example 7) was purified using chiral supercritical fluid chromatography (SFC) to afford 28.4 mg of peak A (Example 7A) and 27.4 mg of peak B (Example 7B). SFC Method: Chiralpak OJ-H (30×250 mm, 5 μM), 40% methanol (0.1% diethylamine) in CO2, 35° C., flow rate 70 mL/min for 16 min, absorbance 268 nm, injection 1 mL of 15 mg/mL soluti... The reactants are CCOCCl, Cc1ccccc1, c1nc[nH]n1. The product is CCOCn1cncn1. Reaction SMILES: [CH2:1]([CH3:2])[O:3][CH2:4][Cl:5].[CH3:11][c:12]1[cH:13][cH:14][cH:15][cH:16][cH:17]1.[nH:6]1[n:7][cH:8][n:9][cH:10]1>>[CH2:1]([CH3:2])[O:3][CH2:4][n:6]1[n:7][cH:8][n:9][cH:10]1.